This data is from the Open Reaction Database (ORD), a public repository of structured organic reaction records. The task is: describe an organic reaction: reactants, conditions, products, and yield The reactants are CC(C)(C)OC(=O)N1CCC(Oc2cc(F)ccc2C(=O)Nc2ccc(Cl)cc2C(=O)Nc2ccc(Cl)cn2)CC1, C1COCCN1. The product is CC(C)(C)OC(=O)N1CCC(Oc2cc(N3CCOCC3)ccc2C(=O)Nc2ccc(Cl)cc2C(=O)Nc2ccc(Cl)cn2)CC1. RXN SMILES: [C:1]([CH3:2])([CH3:3])([CH3:4])[O:5][C:6](=[O:7])[N:8]1[CH2:9][CH2:10][CH:11]([O:14][c:15]2[c:16]([C:17](=[O:18])[NH:19][c:20]3[c:21]([C:22](=[O:23])[NH:24][c:25]4[n:26][cH:27][c:28]([Cl:31])[cH:29][cH:30]4)[cH:32][c:33]([Cl:36])[cH:34][cH:35]3)[cH:37][cH:38][c:39]([F:41])[cH:40]2)[CH2:12][CH2:13]1.[CH2:42]1[CH2:43][O:44][CH2:45][CH2:46][NH:47]1>>[C:1]([CH3:2])([CH3:3])([CH3:4])[O:5][C:6](=[O:7])[N:8]1[CH2:9][CH2:10][CH:11]([O:14][c:15]2[c:16]([C:17](=[O:18])[NH:19][c:20]3[c:21]([C:22](=[O:23])[NH:24][c:25]4[n:26][cH:27][c:28]([Cl:31])[cH:29][cH:30]4)[cH:32][c:33]([Cl:36])[cH:34][cH:35]3)[cH:37][cH:38][c:39]([N:47]3[CH2:42][CH2:43][O:44][CH2:45][CH2:46]3)[cH:40]2)[CH2:12][CH2:13]1. Reactants: Brc1cnc(N2CCOCC2)s1, O=C([O-])[O-], COCCOC, [K+], [K+], O, c1ccc(P(c2ccccc2)(c2ccccc2)[Pd](P(c2ccccc2)(c2ccccc2)c2ccccc2)(P(c2ccccc2)(c2ccccc2)c2ccccc2)P(c2ccccc2)(c2ccccc2)c2ccccc2)cc1, CC1(C)OB(c2cnc(N)c(-c3nc4ccccc4s3)c2)OC1(C)C. Yields the product Nc1ncc(-c2cnc(N3CCOCC3)s2)cc1-c1nc2ccccc2s1. RXN SMILES: [Br:1][c:2]1[cH:3][n:4][c:5]([N:7]2[CH2:8][CH2:9][O:10][CH2:11][CH2:12]2)[s:6]1.[C:38](=[O:39])([O-:40])[O-:41].[CH3:121][O:122][CH2:123][CH2:124][O:125][CH3:126].[K+:42].[K+:43].[OH2:127].[cH:44]1[cH:45][cH:46][c:47]([P:48]([Pd:49]([P:50]([c:51]2[cH:52][cH:53][cH:54][cH:55][cH:56]2)([c:57]2[cH:58][cH:59][cH:60][cH:61][cH:62]2)[c:63]2[cH:64][cH:65][cH:66][cH:67][cH:68]2)([P:69]([c:70]2[cH:71][cH:72][cH:73][cH:74][cH:75]2)([c:76]2[cH:77][cH:78][cH:79][cH:80][cH:81]2)[c:82]2[cH:83][cH:84][cH:85][cH:86][cH:87]2)[P:88]([c:89]2[cH:90][cH:91][cH:92][cH:93][cH:94]2)([c:95]2[cH:96][cH:97][cH:98][cH:99][cH:100]2)[c:101]2[cH:102][cH:103][cH:104][cH:105][cH:106]2)([c:107]2[cH:108][cH:109][cH:110][cH:111][cH:112]2)[c:113]2[cH:114][cH:115][cH:116][cH:117][cH:118]2)[cH:119][cH:120]1.[s:13]1[c:14](-[c:22]2[c:23]([NH2:37])[n:24][cH:25][c:26]([B:28]3[O:29][C:30]([CH3:31])([CH3:32])[C:33]([CH3:34])([CH3:35])[O:36]3)[cH:27]2)[n:15][c:16]2[c:17]1[cH:18][cH:19][cH:20][cH:21]2>>[c:2]1(-[c:26]2[cH:25][n:24][c:23]([NH2:37])[c:22](-[c:14]3[s:13][c:17]4[c:16]([n:15]3)[cH:21][cH:20][cH:19][cH:18]4)[cH:27]2)[cH:3][n:4][c:5]([N:7]2[CH2:8][CH2:9][O:10][CH2:11][CH2:12]2)[s:6]1. The reactants are CCBr, CN(C)C=O, O=C1NC(=O)C(=Cc2cn(-c3ccccc3)nc2-c2cc(F)cc(F)c2)S1, [Na+], [Na+], O=C([O-])[O-], O. Yields the product CCN1C(=O)SC(=Cc2cn(-c3ccccc3)nc2-c2cc(F)cc(F)c2)C1=O. RXN SMILES: [CH2:34]([CH3:35])[Br:36].[CH3:38][N:39]([CH3:40])[CH:41]=[O:42].[F:1][c:2]1[cH:3][c:4](-[c:9]2[n:10][n:11](-[c:22]3[cH:23][cH:24][cH:25][cH:26][cH:27]3)[cH:12][c:13]2[CH:14]=[C:15]2[C:16](=[O:21])[NH:17][C:18](=[O:20])[S:19]2)[cH:5][c:6]([F:8])[cH:7]1.[Na+:28].[Na+:29].[O-:30][C:31](=[O:32])[O-:33].[OH2:37]>>[F:1][c:2]1[cH:3][c:4](-[c:9]2[n:10][n:11](-[c:22]3[cH:23][cH:24][cH:25][cH:26][cH:27]3)[cH:12][c:13]2[CH:14]=[C:15]2[C:16](=[O:21])[N:17]([CH2:34][CH3:35])[C:18](=[O:20])[S:19]2)[cH:5][c:6]([F:8])[cH:7]1. Starting materials: N1(CCOCC1)C(=O)C1=CC=C(C=C1)N1CCC(CC1)N1C[C@H]([C@@H](C1)OCCC)NC(CNC(C1=CC(=CC=C1)C(F)(F)F)=O)=O (rel-N-{2-[((3R,4R)-1-{1-[4-(morpholin-4-ylcarbonyl)phenyl]piperidin-4-yl}-4-propoxypyrrolidin-3-yl)amino]-2-oxoethyl}-3-(trifluoromethyl)benzamide), N1(CCOCC1)C(=O)C1=CC=C(C=C1)N1CCC(CC1)=O (1-[4-(morpholin-4-ylcarbonyl)phenyl]piperidin-4-one). The product is CC=1C=C(C=CC1)N1CCC(CC1)N1C[C@H]([C@@H](C1)OCCC)NC(CNC(C1=CC(=CC=C1)C(F)(F)F)=O)=O (rel-N-[2-({(3R,4R)-1-[1-(3-methylphenyl)piperidin-4-yl]-4-propoxypyrrolidin-3-yl}amino)-2-oxoethyl]-3-(trifluoromethyl)benzamide). RXN SMILES: N1(C([C:9]2[CH:14]=[CH:13][C:12]([N:15]3[CH2:20][CH2:19][CH:18]([N:21]4[CH2:25][C@@H:24]([O:26][CH2:27][CH2:28][CH3:29])[C@H:23]([NH:30][C:31](=[O:46])[CH2:32][NH:33][C:34](=[O:45])[C:35]5[CH:40]=[CH:39][CH:38]=[C:37]([C:41]([F:44])([F:43])[F:42])[CH:36]=5)[CH2:22]4)[CH2:17][CH2:16]3)=[CH:11][CH:10]=2)=O)CCOCC1.N1(C(C2C=CC(N3CCC(=O)CC3)=CC=2)=O)CCOC[CH2:48]1>>[CH3:48][C:10]1[CH:11]=[C:12]([N:15]2[CH2:20][CH2:19][CH:18]([N:21]3[CH2:25][C@@H:24]([O:26][CH2:27][CH2:28][CH3:29])[C@H:23]([NH:30][C:31](=[O:46])[CH2:32][NH:33][C:34](=[O:45])[C:35]4[CH:40]=[CH:39][CH:38]=[C:37]([C:41]([F:43])([F:44])[F:42])[CH:36]=4)[CH2:22]3)[CH2:17][CH2:16]2)[CH:13]=[CH:14][CH:9]=1. Procedure details: The title compound was synthesized in similar fashion to rel-N-{2-[((3R,4R)-1-{1-[4-(morpholin-4-ylcarbonyl)phenyl]piperidin-4-yl}-4-propoxypyrrolidin-3-yl)amino]-2-oxoethyl}-3-(trifluoromethyl)benzamide substituting 1-(3-methylphenyl)piperidin-4-one for 1-[4-(morpholin-4-ylcarbonyl)phenyl]piperidin-4-one and was isolated as a white solid. 1H-NMR (CDCl3) δ: 0.84 (m, J=7.6 Hz, 3H), 1.42-1.70 (m, 3H), 1.87-1.96 (m, 3H), 2.23 (s, 3H), 2.30-2.35 (m, 2H), 2.62-2.82 (m, 4H), 3.29-3.41 (m, 2H), 3.50-3.... Procedure: Nitrobenzyl 7-[2-(2-formamidothiazol-4-yl)-2-cyclohexyloxyiminoacetamido]-3-cephem-4-carboxylate (syn isomer, 2.0 g.), 10% palladium carbon (0.8 g.), methanol (8 ml.), tetrahydrofuran (20 ml.), acetic acid (0.14 ml.) and water (1.4 ml.) were treated in a similar manner to that of Example 15-(2) to give 7-[2-(2-formamidothiazol-4-yl)-2-cyclohexyloxyiminoacetamido]-3-cephem-4-carboxylic acid (syn isomer, 0.77 g.). Yield: 49.3%. Product: C(=O)NC=1SC=C(N1)C(C(=O)NC1[C@@H]2N(C(=CCS2)C(=O)O)C1=O)=NOC1CCCCC1 (7-[2-(2-formamidothiazol-4-yl)-2-cyclohexyloxyiminoacetamido]-3-cephem-4-carboxylic acid). Reaction SMILES: [CH:1]([NH:3][C:4]1[S:5][CH:6]=[C:7]([C:9](=[N:35][O:36][CH:37]2[CH2:42][CH2:41][CH2:40][CH2:39][CH2:38]2)[C:10]([NH:12][CH:13]2[C:33](=[O:34])[N:15]3[C:16]([C:20]([O:22]C([N+]([O-])=O)C4C=CC=CC=4)=[O:21])=[CH:17][CH2:18][S:19][C@H:14]23)=[O:11])[N:8]=1)=[O:2].CO.O1CCCC1.C(O)(=O)C>[C].[Pd].O>[CH:1]([NH:3][C:4]1[S:5][CH:6]=[C:7]([C:9](=[N:35][O:36][CH:37]2[CH2:42][CH2:41][CH2:40][CH2:39][CH2:38]2)[C:10]([NH:12][CH:13]2[C:33](=[O:34])[N:15]3[C:16]([C:20]([OH:22])=[O:21])=[CH:17][CH2:18][S:19][C@H:14]23)=[O:11])[N:8]=1)=[O:2] |f:4.5|. Reagents/catalysts: [C].[Pd] (palladium carbon). Run in O (water). Reactants: C(=O)NC=1SC=C(N1)C(C(=O)NC1[C@@H]2N(C(=CCS2)C(=O)OC(C2=CC=CC=C2)[N+](=O)[O-])C1=O)=NOC1CCCCC1 (Nitrobenzyl 7-[2-(2-formamidothiazol-4-yl)-2-cyclohexyloxyiminoacetamido]-3-cephem-4-carboxylate), CO (methanol), O1CCCC1 (tetrahydrofuran), C(C)(=O)O (acetic acid). Reactants: BrC1=CC=C(C=C1)C(C(=O)OC)(C)C (methyl 2-(4-bromophenyl)-2-methylpropanoate), [N+](=O)(O)[O-].NNC(=N)N (N-aminoguanidine nitrate), CO (methanol), C[O-].[Na+] (sodium methoxide). Solvent: O (water). Conditions: temperature 0 celsius, time 10 minute. Product: BrC1=CC=C(C=C1)C(C)(C)C1=NC(=NN1)N (5-[1-(4-bromophenyl)-1-methylethyl]-1H-1,2,4-triazol-3-amine). Yield: 30.1%. Reaction SMILES: [N+]([O-])(O)=O.[NH2:5][NH:6][C:7]([NH2:9])=[NH:8].CO.C[O-].[Na+].[Br:15][C:16]1[CH:21]=[CH:20][C:19]([C:22]([CH3:28])([CH3:27])[C:23](OC)=O)=[CH:18][CH:17]=1>O>[Br:15][C:16]1[CH:21]=[CH:20][C:19]([C:22]([C:28]2[NH:5][N:6]=[C:7]([NH2:9])[N:8]=2)([CH3:27])[CH3:23])=[CH:18][CH:17]=1 |f:0.1,3.4|. Reported procedure: To a stirred mixture of N-aminoguanidine nitrate (2.1 g, 15 mmol) and anhydrous methanol (18 mL) cooled to 0° C. was added sodium methoxide solution (25% in methanol, 3.4 mL, 15 mmol) dropwise. The resulting mixture was stirred at 0° C. for 10 min before methyl 2-(4-bromophenyl)-2-methylpropanoate (1.0 g, 3.9 mmol) was added. The mixture was then stirred at 0° C. for 10 min, RT for 10 min, and 75 ° C. for 6 days. The reaction mixture was cooled and diluted with 20 mL of water. Methanol was remov... The reactants are Intermediate 93B, ClC=1C(=NN(C1C)C1=C(C(=O)O)C=C(C=C1)C(NS(=O)(=O)C1=CC2=CC=CC=C2C=C1)=O)C(N(CCCC)CCCC)=O (2-(4-chloro-3-(dibutylcarbamoyl)-5-methyl-1H-pyrazol-1-yl)-5-(naphthalen-2-ylsulfonylcarbamoyl)benzoic acid), ClC=1C(=NN(C1C)C1=C(C(=O)O)C=C(C=C1)C(NS(=O)(=O)C1=CC2=CC=CC=C2C=C1)=O)C(N(CCCC)CCCC)=O (2-(4-chloro-3-(dibutylcarbamoyl)-5-methyl-1H-pyrazol-1-yl)-5-(naphthalen-2-ylsulfonylcarbamoyl)benzoic acid), CC1(CNCC2=CC=CC=C12)C (4,4-dimethyl-1,2,3,4-tetrahydroisoquinoline). The product is C(CCC)N(C(=O)C1=NN(C(=C1Cl)C)C1=C(C=C(C=C1)C(NS(=O)(=O)C1=CC2=CC=CC=C2C=C1)=O)C(=O)N1CC2=CC=CC=C2C(C1)(C)C)CCCC (N,N-Dibutyl-4-chloro-1-(2-(4,4-dimethyl-1,2,3,4-tetrahydroisoquinoline-2-carbonyl)-4-(naphthalen-2-ylsulfonylcarbamoyl)phenyl)-5-methyl-1H-pyrazole-3-carboxamide). The yield is 35.7%. As a reaction SMILES: [Cl:1][C:2]1[C:3]([C:33](=[O:43])[N:34]([CH2:39][CH2:40][CH2:41][CH3:42])[CH2:35][CH2:36][CH2:37][CH3:38])=[N:4][N:5]([C:8]2[CH:16]=[CH:15][C:14]([C:17](=[O:32])[NH:18][S:19]([C:22]3[CH:31]=[CH:30][C:29]4[C:24](=[CH:25][CH:26]=[CH:27][CH:28]=4)[CH:23]=3)(=[O:21])=[O:20])=[CH:13][C:9]=2[C:10](O)=[O:11])[C:6]=1[CH3:7].[CH3:44][C:45]1([CH3:55])[C:54]2[C:49](=[CH:50][CH:51]=[CH:52][CH:53]=2)[CH2:48][NH:47][CH2:46]1>>[CH2:39]([N:34]([CH2:35][CH2:36][CH2:37][CH3:38])[C:33]([C:3]1[C:2]([Cl:1])=[C:6]([CH3:7])[N:5]([C:8]2[CH:16]=[CH:15][C:14]([C:17](=[O:32])[NH:18][S:19]([C:22]3[CH:31]=[CH:30][C:29]4[C:24](=[CH:25][CH:26]=[CH:27][CH:28]=4)[CH:23]=3)(=[O:20])=[O:21])=[CH:13][C:9]=2[C:10]([N:47]2[CH2:46][C:45]([CH3:55])([CH3:44])[C:54]3[C:49](=[CH:50][CH:51]=[CH:52][CH:53]=3)[CH2:48]2)=[O:11])[N:4]=1)=[O:43])[CH2:40][CH2:41][CH3:42]. Procedure: Following a procedure analogous to that for the synthesis of Intermediate 93B, 2-(4-chloro-3-(dibutylcarbamoyl)-5-methyl-1H-pyrazol-1-yl)-5-(naphthalen-2-ylsulfonylcarbamoyl)benzoic acid (Intermediate 91F, 32 mg, 0.051 mmol) and 4,4-dimethyl-1,2,3,4-tetrahydroisoquinoline (Milestone Pharmtech, 9 mg, 0.056 mmol) were converted to the title compound (14 mg, 34%) following purification by preparative HPLC. 1H NMR (DMSO-d6, 1:1 mixture of amide rotamers) δ 8.64 (s, 1H), 8.20 (d, J=7.7 Hz, 1H), 8.14-... As a reaction SMILES: P(Cl)(Cl)([Cl:3])=O.[CH3:6][S:7][CH2:8][O:9][N:10]=[C:11]([C:15]1[N:16]=[C:17]([NH:20][CH:21]=[O:22])[S:18][CH:19]=1)[C:12]([OH:14])=O.[NH2:23][CH:24]1[C:44](=[O:45])[N:26]2[C:27]([C:41]([OH:43])=[O:42])=[C:28]([CH2:31][S:32][C:33]3[N:37]([CH2:38][CH:39]=[CH2:40])[N:36]=[N:35][N:34]=3)[CH2:29][S:30][C@H:25]12.[ClH:46]>O.CC(C)=O.C(OCC)(=O)C.C(N(CC)CC)C.O1CCCC1.CN(C)C=O>[CH3:25][N+:26]([CH3:44])=[CH:27][Cl:46].[Cl-:3].[CH3:6][S:7][CH2:8][O:9][N:10]=[C:11]([C:15]1[N:16]=[C:17]([NH:20][CH:21]=[O:22])[S:18][CH:19]=1)[C:12]([NH:23][CH:24]1[C:44](=[O:45])[N:26]2[C:27]([C:41]([OH:43])=[O:42])=[C:28]([CH2:31][S:32][C:33]3[N:37]([CH2:38][CH:39]=[CH2:40])[N:36]=[N:35][N:34]=3)[CH2:29][S:30][C@H:25]12)=[O:14] |f:10.11|. Run in O (water), CC(=O)C (acetone), C(C)(=O)OCC (ethyl acetate), O1CCCC1 (tetrahydrofuran), C(C)N(CC)CC (triethylamine), C(C)(=O)OCC (ethyl acetate), CN(C=O)C (dimethylformamide). Yields the product C[N+](=CCl)C.[Cl-] (Vilsmeier reagent), CSCON=C(C(=O)NC1[C@@H]2N(C(=C(CS2)CSC2=NN=NN2CC=C)C(=O)O)C1=O)C=1N=C(SC1)NC=O (7-[2-methylthiomethoxyimino-2-(2-formamidothiazol-4-yl)acetamido]-3-(1-allyl-1H-tetrazol-5-yl)thiomethyl-3-cephem-4-carboxylic acid). Starting materials: NC1[C@@H]2N(C(=C(CS2)CSC2=NN=NN2CC=C)C(=O)O)C1=O (7-amino-3-(1-allyl-1H-tetrazol-5-yl)thiomethyl-3-cephem-4-carboxylic acid), Cl (hydrochloric acid), P(=O)(Cl)(Cl)Cl (phosphorus oxychloride), CSCON=C(C(=O)O)C=1N=C(SC1)NC=O (2-methylthiomethoxyimino-2-(2-formamidothiazol-4-yl)acetic acid). Procedure: The Vilsmeier reagent was prepared from dry dimethylformamide (0.209 g), phosphorus oxychloride (0.434 g) and dry ethyl acetate (0.75 ml) by the conventional method. Dry tetrahydrofuran (6.5 ml) was added thereto and then 2-methylthiomethoxyimino-2-(2-formamidothiazol-4-yl)acetic acid (syn isomer) (0.65 g) was added thereto at 0° C. The mixture was stirred for 30 minutes at the same temperature. The resulting mixture was dropwise added at -5° to 0° C. to a stirred solution of 7-amino-3-(1-allyl-... Run at time 30 minute. Starting materials: [OH-].[K+] (potassium hydroxide), C(Cl)(Cl)Cl (chloroform), 0.1, COC=1C=C(C=C(C1)C=O)C=O (5-methoxy-1,3-diformylbenzene). RXN SMILES: [CH:1]([Cl:4])([Cl:3])[Cl:2].[CH3:5][O:6][C:7]1[CH:8]=[C:9]([CH:15]=[O:16])[CH:10]=[C:11]([CH:13]=[O:14])[CH:12]=1.[OH-].[K+]>CN(C=O)C.CO>[CH3:5][O:6][C:7]1[CH:8]=[C:9]([CH:15]([OH:16])[C:1]([Cl:4])([Cl:3])[Cl:2])[CH:10]=[C:11]([CH:13]([OH:14])[C:1]([Cl:4])([Cl:3])[Cl:2])[CH:12]=1 |f:2.3|. Reaction conditions: temperature 0 celsius, time 20 minute. The product is COC1=CC(=CC(=C1)C(C(Cl)(Cl)Cl)O)C(C(Cl)(Cl)Cl)O (1-Methoxy-3,5-bis(1-hydroxy-2,2,2-trichloroethyl)benzene). The solvent is CO (methanol), CN(C)C=O (DMF). Procedure: To a solution of 0.60 g (5 mmol) of chloroform in 2 mL DMF was added 0.1 64 g (1.0 mmol) of 5-methoxy-1,3-diformylbenzene (Provent, C; Chautemps, P.; Gellon, G.; Pierre, J.-L. Tetrahedron Lett. 1996, 347 1393-96). The reaction mixture was chilled to 0° C. and a solution of 39.5 mg (0.7 mmol) of potassium hydroxide in 0.2 mL of methanol was added. The reaction mixture was stirred for 20 min at 0° C., then was quenched by addition of 1 mL of 1 N hydrochloric acid. The reaction mixture was adjusted... Starting materials: NC1=NC(=C(C(=N1)NCC(=O)NC1=CC(=CC=C1)C(F)(F)F)C=O)Cl (2-(2-Amino-6-chloro-5-formyl-pyrimidin-4-ylamino)-N-(3-trifluoromethyl-phenyl)-acetamide), C(C)(C)O (isopropanol), O.NN (hydrazine monohydrate), crude precipitate, O.NN (hydrazine monohydrate). Solvent: O (H2O). Conditions: temperature 80 celsius, time 2 hour. Product: NC1=NC(=C2C(=N1)NN=C2)NCC(=O)NC2=CC(=CC=C2)C(F)(F)F (2-(6-amino-1H-pyrazolo[3,4-d]pyrimidin-4-ylamino)-N-(3-trifluoromethyl-phenyl)-acetamide). Yield: 34.2%. As a reaction SMILES: [NH2:1][C:2]1[N:7]=[C:6]([NH:8][CH2:9][C:10]([NH:12][C:13]2[CH:18]=[CH:17][CH:16]=[C:15]([C:19]([F:22])([F:21])[F:20])[CH:14]=2)=[O:11])[C:5]([CH:23]=O)=[C:4](Cl)[N:3]=1.C(O)(C)C.O.[NH2:31][NH2:32]>O>[NH2:1][C:2]1[N:3]=[C:4]2[NH:31][N:32]=[CH:23][C:5]2=[C:6]([NH:8][CH2:9][C:10]([NH:12][C:13]2[CH:18]=[CH:17][CH:16]=[C:15]([C:19]([F:22])([F:21])[F:20])[CH:14]=2)=[O:11])[N:7]=1 |f:2.3|. Procedure details: In a disposable sealed tube was added 2-(2-Amino-6-chloro-5-formyl-pyrimidin-4-ylamino)-N-(3-trifluoromethyl-phenyl)-acetamide (96.0 mg, 0.25 mmol, 1.0 eq.), isopropanol (2.0 mL), and hydrazine monohydrate (0.02 mL, 0.35 mmol, 1.4 eq.). The reaction was sealed and heated to 80° C. After 2 hrs, the reaction was spiked with 0.01 mL of hydrazine monohydrate, resealed, and allowed to continue stirring at 80° C. overnight. The reaction was then cooled to RT and the resulting yellow precipitate was fi...